Dataset: the Open Reaction Database (ORD), a public repository of structured organic reaction records. Task: describe an organic reaction: reactants, conditions, products, and yield Starting materials: residue, FC1=C(C=CC(=C1)OCC[C@H]1[C@H](C1)C1CCN(CC1)C1=NC=C(C=N1)COC)CC(=O)O ([2-fluoro-4-(2-{(1S,2R)-2-{1-[5-(methoxymethyl)pyrimidin-2-yl]piperidin-4-yl}cyclopropyl}ethoxy)phenyl]acetic acid), TEA, ClC(=O)OC (methyl chloroformate), O.NN (hydrazine monohydrate). Solvent: C(C)(=O)OCC (ethyl acetate), CN(C)C=O (DMF), C1CCOC1 (THF). Reaction conditions: temperature -10 celsius, time 30 minute. The product is FC1=C(C=CC(=C1)OCC[C@H]1[C@H](C1)C1CCN(CC1)C1=NC=C(C=N1)COC)CC(=O)NN (2-[2-fluoro-4-(2-[(1S,2R)-2-{1-[5-(methoxymethyl)pyrimidine-2-yl]piperidin-4-yl]cyclopropyl}ethoxy)phenyl]acetohydrazide). As a reaction SMILES: [F:1][C:2]1[CH:7]=[C:6]([O:8][CH2:9][CH2:10][C@@H:11]2[CH2:13][C@@H:12]2[CH:14]2[CH2:19][CH2:18][N:17]([C:20]3[N:25]=[CH:24][C:23]([CH2:26][O:27][CH3:28])=[CH:22][N:21]=3)[CH2:16][CH2:15]2)[CH:5]=[CH:4][C:3]=1[CH2:29][C:30](O)=[O:31].ClC(OC)=O.O.[NH2:39][NH2:40]>C1COCC1.CN(C=O)C.C(OCC)(=O)C>[F:1][C:2]1[CH:7]=[C:6]([O:8][CH2:9][CH2:10][C@@H:11]2[CH2:13][C@@H:12]2[CH:14]2[CH2:15][CH2:16][N:17]([C:20]3[N:25]=[CH:24][C:23]([CH2:26][O:27][CH3:28])=[CH:22][N:21]=3)[CH2:18][CH2:19]2)[CH:5]=[CH:4][C:3]=1[CH2:29][C:30]([NH:39][NH2:40])=[O:31] |f:2.3|. Procedure: A solution [2-fluoro-4-(2-{(1S,2R)-2-{1-[5-(methoxymethyl)pyrimidin-2-yl]piperidin-4-yl}cyclopropyl}ethoxy)phenyl]acetic acid (500 mg, 1.152 mmol) in 5 mL of THF was cooled to −10° C. TEA (0.177 mL, 1.268 mmol) and methyl chloroformate (0.098 mL, 1.268 mmol) were added and the mixture stirred for 30 minutes at −10° C. The precipitate was filtered and the filtercake washed with 10 mL of THF. The filtrate was collected, concentrated under reduced pressure. The residue (265 mg, 0.539 mmol) was diss... The reactants are NC1(CC(CC(C1)C)(C)C)OO (1-Amino-3,3,5-trimethylcyclohexyl hydroperoxide), C(C)=O (acetaldehyde), [O-]O (hydroperoxide). Run in light petroleum. Reaction conditions: time 8 hour. The product is CC1CC(=O)CC(C1)(C)C (dihydroisophorone). Reaction SMILES: N[C:2]1([O:11]O)[CH2:7][CH:6]([CH3:8])[CH2:5][C:4]([CH3:10])([CH3:9])[CH2:3]1.C(=O)C.[O-]O>>[CH3:8][CH:6]1[CH2:5][C:4]([CH3:10])([CH3:9])[CH2:3][C:2](=[O:11])[CH2:7]1. Procedure: 1-Amino-3,3,5-trimethylcyclohexyl hydroperoxide (17.3 g; 78% pure) was added with stirring to acetaldehyde (12 g.) in light petroleum (b.p. 40° - 60°C) 50 c.c.) with cooling to below 0°C. When the hydroperoxide had dissolved, the organic layer was separated, treated with solid magnesium sulphate and stored at 0°C overnight. The solution was then filtered, washed and distilled as in Example 1 and gave, in addition to dihydroisophorone, the same product (13.0 g.) as Example 1. Starting materials: CC1=C(C=CC=C1)S(=O)(=O)N1C=CC=2C(=CC=CC12)C=O (1-[(2-methylphenyl)sulfonyl]-1H-indole-4-carbaldehyde), N1=C(C=CC=C1C)C (2,6-lutidine), I(=O)(=O)(=O)[O-].[Na+] (sodium periodate), N1=CC(=CC=C1)S(=O)(=O)N1C=CC2=C(C=CC=C12)C=C (1-(pyridine-3-ylsulfonyl)-4-vinyl-1H-indole), N1=CC(=CC=C1)S(=O)(=O)N1C=CC2=C(C=CC=C12)C=C (1-(pyridine-3-ylsulfonyl)-4-vinyl-1H-indole). Reagents/catalysts: O=[Os](=O)(=O)=O (OsO4). Product: N1=CC(=CC=C1)S(=O)(=O)N1C=CC=2C(=CC=CC12)C=O (1-(Pyridine-3-ylsulfonyl)-1H-indole-4-carbaldehyde). Reaction SMILES: C[C:2]1C=[CH:6][CH:5]=[CH:4][C:3]=1[S:8]([N:11]1[C:19]2[CH:18]=[CH:17][CH:16]=[C:15]([CH:20]=[O:21])[C:14]=2[CH:13]=[CH:12]1)(=[O:10])=[O:9].[N:22]1C=CC=C(S(N2C3C(=C(C=C)C=CC=3)C=C2)(=O)=O)C=1.N1C(C)=CC=CC=1C.I([O-])(=O)(=O)=O.[Na+]>O=[Os](=O)(=O)=O>[N:22]1[CH:6]=[CH:5][CH:4]=[C:3]([S:8]([N:11]2[C:19]3[CH:18]=[CH:17][CH:16]=[C:15]([CH:20]=[O:21])[C:14]=3[CH:13]=[CH:12]2)(=[O:10])=[O:9])[CH:2]=1 |f:3.4|. Procedure: The experimental for Intermediate 16 was followed using 1-(pyridine-3-ylsulfonyl)-4-vinyl-1H-indole (208 mg, 0.73 mmol; Intermediate 25), OsO4 (9 mg, 0.04 mmol), 2,6-lutidine (170 μL, 1.46 mmol) and sodium periodate (0.625 g, 2.92 mmol). After flash purification by flash chromatography, some material was insoluble in DCM/MeOH and filtered off. The title compound (123 mg, 59%, still some dioxane according to HNMR) was obtained as a black gum. MS (ESI+) for C14H10N2O3S m/z 287 (M+H)+. The reactants are C([O-])(O)=O.[Na+] (sodium bicarbonate), C(C)[SiH](CC)CC (Triethylsilane), FC(C(=O)O)(F)F (trifluoroacetic acid), C(#N)C1=CC=C(C=C1)C1=C[C@@H]2[C@@](N=C(SC2)NC(C2=CC=CC=C2)=O)(CO1)C1=C(C=C(C=C1)F)F (N-[(4aR,8aS)-6-(4-Cyanophenyl)-8a-(2,4-difluorophenyl)-4,4a,8,8a-tetrahydropyrano[3,4-d][1,3]thiazin-2-yl]benzamide). Solvent: ClCCCl (1,2-dichloroethane). Conditions: temperature 0 celsius, time 16 hour. Product: C(#N)C1=CC=C(C=C1)[C@H]1C[C@@H]2[C@@](N=C(SC2)NC(C2=CC=CC=C2)=O)(CO1)C1=C(C=C(C=C1)F)F (N-[(4aR,6R,8aS)-6-(4-cyanophenyl)-8a-(2,4-difluorophenyl)-4,4a,5,6,8,8a-hexahydropyrano[3,4-d][1,3]thiazin-2-yl]benzamide). Reaction SMILES: [C:1]([C:3]1[CH:8]=[CH:7][C:6]([C:9]2[O:27][CH2:26][C@:12]3([C:28]4[CH:33]=[CH:32][C:31]([F:34])=[CH:30][C:29]=4[F:35])[N:13]=[C:14]([NH:17][C:18](=[O:25])[C:19]4[CH:24]=[CH:23][CH:22]=[CH:21][CH:20]=4)[S:15][CH2:16][C@@H:11]3[CH:10]=2)=[CH:5][CH:4]=1)#[N:2].C([SiH](CC)CC)C.FC(F)(F)C(O)=O.C(=O)(O)[O-].[Na+]>ClCCCl>[C:1]([C:3]1[CH:8]=[CH:7][C:6]([C@@H:9]2[O:27][CH2:26][C@:12]3([C:28]4[CH:33]=[CH:32][C:31]([F:34])=[CH:30][C:29]=4[F:35])[N:13]=[C:14]([NH:17][C:18](=[O:25])[C:19]4[CH:20]=[CH:21][CH:22]=[CH:23][CH:24]=4)[S:15][CH2:16][C@@H:11]3[CH2:10]2)=[CH:5][CH:4]=1)#[N:2] |f:3.4|. Reported procedure: N-[(4aR,8aS)-6-(4-Cyanophenyl)-8a-(2,4-difluorophenyl)-4,4a,8,8a-tetrahydropyrano[3,4-d][1,3]thiazin-2-yl]benzamide (C25) (64 mg, 0.13 mmol, 1 equiv) was dissolved in 1,2-dichloroethane (2.0 mL) and cooled to 0° C. Triethylsilane (0.32 mL, 2.0 mmol, 15 equiv) and trifluoroacetic acid (0.5 mL) were added and reaction mixture was stirred at room temperature for 16 hours. The reaction mixture was neutralized by addition of a saturated solution of sodium bicarbonate (10 mL) and extracted with ethyl ... The reactants are CC1=C(C=CC=C1Br)N1N=NN(C1=O)C (1-(2-methyl-3-bromophenyl)-4-methyl-1,4-dihydrotetrazole-5-one), N(=NC1(CCCCC1)C#N)C1(CCCCC1)C#N (1,1′-azobis(cyclohexane-1-carbonitrile)), BrN1C(CCC1=O)=O (N-bromosuccinimide), ClC1=CC=CC=C1 (chlorobenzene). The solvent is O (water). Yields the product BrCC1=C(C=CC=C1Br)N1N=NN(C1=O)C (1-(2-bromomethyl-3-bromophenyl)-4-methyl-1,4-dihydrotetrazole-5-one). The yield is 68.7%. RXN SMILES: [CH3:1][C:2]1[C:7]([Br:8])=[CH:6][CH:5]=[CH:4][C:3]=1[N:9]1[C:13](=[O:14])[N:12]([CH3:15])[N:11]=[N:10]1.N(C1(C#N)CCCCC1)=NC1(C#N)CCCCC1.[Br:34]N1C(=O)CCC1=O.ClC1C=CC=CC=1>O>[Br:34][CH2:1][C:2]1[C:7]([Br:8])=[CH:6][CH:5]=[CH:4][C:3]=1[N:9]1[C:13](=[O:14])[N:12]([CH3:15])[N:11]=[N:10]1. Procedure: A mixture of 1-(2-methyl-3-bromophenyl)-4-methyl-1,4-dihydrotetrazole-5-one (described in Reference Preparation example 10) 8.47 g, 1,1′-azobis(cyclohexane-1-carbonitrile) 1.54 g, N-bromosuccinimide 6.44 g and chlorobenzene 125 ml was stirred with heating under reflux for five hours. After cooling the mixture, to the reaction solutions was added water and the resulting mixture was extracted with ethyl acetate. The organic layer was washed with water and saturated saline, and was dried over anhyd... Yields the product Cl/C=1/C2=C(N(C(C\N1)=O)C)C=CC=C2 ((E)-5-chloro-1-methyl-1H-benzo[e][1,4]diazepin-2(3H)-one). Procedure details: The title compound 467 (1.54 g, 8.10 mmol) was heated in phosphorus oxychloride (15 mL) at 95° C. for 2 hours. The reaction mixture was then cooled to room temperature and excess of phosphorus oxychloride was removed under reduced pressure. The black oil was dissolved in ethyl acetate and the organic phase was washed with sodium bicarbonate (saturated solution) and brine, dried over sodium sulfate, filtered and concentrated to afford crude title compound 468 that was used as such for the next st... Starting materials: CN1C(CNC(C2=C1C=CC=C2)=O)=O (1-methyl-3,4-dihydro-1H-benzo[e][1,4]diazepine-2,5-dione), P(=O)(Cl)(Cl)Cl (phosphorus oxychloride), P(=O)(Cl)(Cl)Cl (phosphorus oxychloride). RXN SMILES: [CH3:1][N:2]1[C:8]2[CH:9]=[CH:10][CH:11]=[CH:12][C:7]=2[C:6](=O)[NH:5][CH2:4][C:3]1=[O:14].P(Cl)(Cl)([Cl:17])=O>>[Cl:17][C:6]1[C:7]2[CH:12]=[CH:11][CH:10]=[CH:9][C:8]=2[N:2]([CH3:1])[C:3](=[O:14])[CH2:4][N:5]=1. Reactants: [H-].[Na+] (sodium hydride), CC=1C=C(C(=NC1C)OC)NC(=O)N1CCN(CC1)C1=CC(=CC(=C1)OC)OC (1-[(5,6-Dimethyl-2-methoxypyridin-3-yl)aminocarbonyl]-4-(3,5-dimethoxyphenyl)piperazine), IC (iodomethane). The solvent is CN(C=O)C (dimethylformamide). Conditions: time 15 minute. Product: CC=1C=C(C(=NC1C)OC)N(C(=O)N1CCN(CC1)C1=CC(=CC(=C1)OC)OC)C (1-[N-(5,6-Dimethyl-2-methoxypyridin-3-yl)-N-methylaminocarbonyl]-4-(3,5-dimethoxyphenyl)piperazine). Yield: 94.0%. As a reaction SMILES: [CH3:1][C:2]1[CH:3]=[C:4]([NH:11][C:12]([N:14]2[CH2:19][CH2:18][N:17]([C:20]3[CH:25]=[C:24]([O:26][CH3:27])[CH:23]=[C:22]([O:28][CH3:29])[CH:21]=3)[CH2:16][CH2:15]2)=[O:13])[C:5]([O:9][CH3:10])=[N:6][C:7]=1[CH3:8].[H-].[Na+].I[CH3:33]>CN(C)C=O>[CH3:1][C:2]1[CH:3]=[C:4]([N:11]([CH3:33])[C:12]([N:14]2[CH2:19][CH2:18][N:17]([C:20]3[CH:21]=[C:22]([O:28][CH3:29])[CH:23]=[C:24]([O:26][CH3:27])[CH:25]=3)[CH2:16][CH2:15]2)=[O:13])[C:5]([O:9][CH3:10])=[N:6][C:7]=1[CH3:8] |f:1.2|. Procedure details: 1-[(5,6-Dimethyl-2-methoxypyridin-3-yl)aminocarbonyl]-4-(3,5-dimethoxyphenyl)piperazine(100 mg, 0.25 mmol) was dissolved in dimethylformamide(15 ml) and thereto sodium hydride(6.0 mg, 0.25 mmol) was added. The resulting mixture was stirred at room temperature for 15 min and thereto iodomethane(35 mg, 0.25 mmol) was added. The resulting mixture was stirred at room temperature for 16 hrs, concentrated under the reduced pressure to remove dimethylformamide, and purified by column chromatography(eth... The reactants are C(C)(C)(C)OC(=O)N1CCC(CC1)CCOC1=NC(=NC(=C1)Cl)C#N (4-[2-(6-chloro-2-cyanopyrimidin-4-yloxy)ethyl]piperidine-1-carboxylic acid tert-butyl ester), C1CCC12CCC(CC2)CN (C-spiro[3.5]non-7-ylmethylamine), C(=O)([O-])[O-].[K+].[K+] (K2CO3). The solvent is CCOC(=O)C (AcOEt), CC#N (CH3CN). Reaction conditions: temperature 80 celsius, time 12 hour. The product is C(C)(C)(C)OC(=O)N1CCC(CC1)CCOC1=NC(=NC(=C1)NCC1CCC2(CCC2)CC1)C#N (4-(2-{2-cyano-6-[(spiro[3.5]non-7-ylmethyl)amino]pyrimidin-4-yloxy}ethyl)piperidine-1-carboxylic acid tert-butyl ester). As a reaction SMILES: [C:1]([O:5][C:6]([N:8]1[CH2:13][CH2:12][CH:11]([CH2:14][CH2:15][O:16][C:17]2[CH:22]=[C:21](Cl)[N:20]=[C:19]([C:24]#[N:25])[N:18]=2)[CH2:10][CH2:9]1)=[O:7])([CH3:4])([CH3:3])[CH3:2].[CH2:26]1[C:29]2([CH2:34][CH2:33][CH:32]([CH2:35][NH2:36])[CH2:31][CH2:30]2)[CH2:28][CH2:27]1.C([O-])([O-])=O.[K+].[K+]>CC#N.CCOC(C)=O>[C:1]([O:5][C:6]([N:8]1[CH2:13][CH2:12][CH:11]([CH2:14][CH2:15][O:16][C:17]2[CH:22]=[C:21]([NH:36][CH2:35][CH:32]3[CH2:31][CH2:30][C:29]4([CH2:28][CH2:27][CH2:26]4)[CH2:34][CH2:33]3)[N:20]=[C:19]([C:24]#[N:25])[N:18]=2)[CH2:10][CH2:9]1)=[O:7])([CH3:4])([CH3:3])[CH3:2] |f:2.3.4|. Reported procedure: To a solution of 4-[2-(6-chloro-2-cyanopyrimidin-4-yloxy)ethyl]piperidine-1-carboxylic acid tert-butyl ester (0.82 mmol) and C-spiro[3.5]non-7-ylmethylamine (0.86 mmol) in CH3CN (10 mL) is added K2CO3 (2.2 mmol) at room temperature. After stirring at 80° C. for 12 h, the reaction mixture is cooled to room temperature and diluted with AcOEt. The organic layer is washed twice with H2O and dried over MgSO4 and evaporated in vacuo to give a crude 4-(2-{2-cyano-6-[(spiro[3.5]non-7-ylmethyl)amino]pyri... Starting materials: N1C(=O)C(=O)C2=CC=CC=C12 (isatin), NC1=CC=C2C=NNC2=C1 (6-aminoindazole). Reagents/catalysts: C(C)(=O)O (acetic acid). Run in CCO (EtOH). Product: N1N=CC2=CC=C(C=C12)N=C1C(NC2=CC=CC=C12)=O (3-(1H-indazol-6-ylimino)indolin-2-one). Yield: 51.5%. Reaction SMILES: [NH:1]1[C:11]2[C:6](=[CH:7][CH:8]=[CH:9][CH:10]=2)[C:4](=O)[C:2]1=[O:3].[NH2:12][C:13]1[CH:21]=[C:20]2[C:16]([CH:17]=[N:18][NH:19]2)=[CH:15][CH:14]=1>CCO.C(O)(=O)C>[NH:19]1[C:20]2[C:16](=[CH:15][CH:14]=[C:13]([N:12]=[C:4]3[C:6]4[C:11](=[CH:10][CH:9]=[CH:8][CH:7]=4)[NH:1][C:2]3=[O:3])[CH:21]=2)[CH:17]=[N:18]1. Reported procedure: To a mixture of isatin (147 mg, 1 mmol) and 6-aminoindazole (133 mg, 1 mmol) in EtOH (5 mL) was added 2 drops of acetic acid. The resulting mixture was capped and microwaved 60 min at 120° C. After cooling to rt, the precipitate was collected by suction filtration to give 135 mg (48%) of title compound as yellow solid. 1H NMR indicated a 85:15 mixture of E/Z isomers. 1H NMR (400 MHz, DMSO-d6) δ 13.04 (s, 1H, NH), 11.00 (s, 1H, NH), 8.09 (s, 1H), 8.36 (d, J=8.4 Hz, 1H), 7.32 (t, J=8.0 Hz, 1H), 7....